This data is from the Open Reaction Database (ORD), a public repository of structured organic reaction records. The task is: describe an organic reaction: reactants, conditions, products, and yield The reactants are C(C1=CC=CC=C1)=O (benzaldehyde), C(C)(=O)C1C(OC(C1)CCCC)=O (3-acetyl-5-butyldihydro-2(3H)-furanone), [OH-].[Na+] (sodium hydroxide). Product: C1(=CC=CC=C1)C=C1C(OC(C1)CCCC)=O (3-Phenylmethylene-5-butyldihydro-2(3H)-furanone), crude product. The yield is 64.5%. Reaction SMILES: [C:1]([CH:4]1[CH2:8][CH:7]([CH2:9][CH2:10][CH2:11][CH3:12])[O:6][C:5]1=[O:13])(=O)[CH3:2].[OH-].[Na+].C(=O)[C:17]1[CH:22]=[CH:21]C=[CH:19][CH:18]=1>>[C:2]1([CH:1]=[C:4]2[CH2:8][CH:7]([CH2:9][CH2:10][CH2:11][CH3:12])[O:6][C:5]2=[O:13])[CH:21]=[CH:22][CH:17]=[CH:18][CH:19]=1 |f:1.2|. Procedure details: 3-Phenylmethylene-5-butyldihydro-2(3H)-furanone was prepared by reacting 3-acetyl-5-butyldihydro-2(3H)-furanone with sodium hydroxide and benzaldehyde in accordance with the procedure described in Example I. The crude product (64.5% yield) was recovered by distillation of the reaction mixture at 25°-147° C. (0.04 mm/Hg) to remove light ends. The structure was confirmed by proton nuclear magnetic resonance spectroscopy. RXN SMILES: [CH2:14]([N:15]([CH:16]([CH3:17])[CH3:18])[CH:19]([CH3:20])[CH3:21])[CH3:22].[Cl:10][C:11]([Cl:12])=[S:13].[Cl:1][c:2]1[c:3]([NH2:4])[cH:5][cH:6][c:7]([CH3:9])[cH:8]1>>[Cl:1][c:2]1[c:3]([N:4]=[C:11]=[S:13])[cH:5][cH:6][c:7]([CH3:9])[cH:8]1. Reactants: CCN(C(C)C)C(C)C, S=C(Cl)Cl, Cc1ccc(N)c(Cl)c1. Yields the product Cc1ccc(N=C=S)c(Cl)c1. The reactants are C(C1=CC=CC=C1)Br (benzylbromide), ClC1=CC(=C(C=C1)C1=C(NC=C1C)C(=O)OCC)F (ethyl 3-(4-chloro-2-fluorophenyl)-4-methyl-1H-pyrrole-2-carboxylate), [H-].[Na+] (NaH), oil. Run in CN(C)C=O (DMF), CN(C)C=O (DMF). Run at temperature 0 celsius, time 20 minute. Product: C(C1=CC=CC=C1)N1C(=C(C(=C1)C)C1=C(C=C(C=C1)Cl)F)C(=O)OCC (Ethyl 1-benzyl-3-(4-chloro-2-fluorophenyl)-4-methyl-1H-pyrrole-2-carboxylate). Isolated yield 87.9%. Reaction SMILES: [Cl:1][C:2]1[CH:7]=[CH:6][C:5]([C:8]2[C:12]([CH3:13])=[CH:11][NH:10][C:9]=2[C:14]([O:16][CH2:17][CH3:18])=[O:15])=[C:4]([F:19])[CH:3]=1.[H-].[Na+].[CH2:22](Br)[C:23]1[CH:28]=[CH:27][CH:26]=[CH:25][CH:24]=1>CN(C=O)C>[CH2:22]([N:10]1[CH:11]=[C:12]([CH3:13])[C:8]([C:5]2[CH:6]=[CH:7][C:2]([Cl:1])=[CH:3][C:4]=2[F:19])=[C:9]1[C:14]([O:16][CH2:17][CH3:18])=[O:15])[C:23]1[CH:28]=[CH:27][CH:26]=[CH:25][CH:24]=1 |f:1.2|. Procedure details: A solution of ethyl 3-(4-chloro-2-fluorophenyl)-4-methyl-1H-pyrrole-2-carboxylate (5.7 g, 20.2 mmol) in dry DMF (25 mL) was added dropwise to a cooled suspension of 60% NaH in mineral oil (0.89 g, 22.3 mmol) in dry DMF (25 mL). The mixture was stirred at 0° C. for 20 min, then benzylbromide (2.54 mL, 21.3 mmol) was added dropwise. The mixture was stirred for 10 min at 0° C., the cooling was removed and stirring was continued for 2 h at room temperature. The reaction was quenched by addition of s... Starting materials: BrCCCCCC (1-bromohexane), Cl.Cl.ClC=1C=CC2=C(NC=3N(N=CC3CN2C(=O)C2=C(C=C(C=C2)OCCCN2CCNCC2)F)C)C1 ((6-chloro-3-methyl-4,10-dihydro-3H-2,3,4,9-tetraaza-benzo[f]azulen-9-yl)-[2-fluoro-4-(3-piperazin-1-yl-propoxy)-phenyl]-methanone dihydrochloride). The solvent is CN(C)C=O (DMF), C(C)N(CC)CC (triethylamine), CN(C)C=O (DMF). Reaction conditions: time 20 hour. The product is ClC=1C=CC2=C(NC=3N(N=CC3CN2C(=O)C2=C(C=C(C=C2)OCCCN2CCN(CC2)CCCCCC)F)C)C1 ((6-Chloro-3-methyl-4,10-dihydro-3H-2,3,4,9-tetraaza-benzo[f]azulen-9-yl)-{2-fluoro-4-[3-(4-hexyl-piperazin-1-yl)-propoxy]-phenyl}-methanone). Reaction SMILES: Br[CH2:2][CH2:3][CH2:4][CH2:5][CH2:6][CH3:7].Cl.Cl.[Cl:10][C:11]1[CH:12]=[CH:13][C:14]2[N:23]([C:24]([C:26]3[CH:31]=[CH:30][C:29]([O:32][CH2:33][CH2:34][CH2:35][N:36]4[CH2:41][CH2:40][NH:39][CH2:38][CH2:37]4)=[CH:28][C:27]=3[F:42])=[O:25])[CH2:22][C:21]3[CH:20]=[N:19][N:18]([CH3:43])[C:17]=3[NH:16][C:15]=2[CH:44]=1>CN(C=O)C.C(N(CC)CC)C>[Cl:10][C:11]1[CH:12]=[CH:13][C:14]2[N:23]([C:24]([C:26]3[CH:31]=[CH:30][C:29]([O:32][CH2:33][CH2:34][CH2:35][N:36]4[CH2:41][CH2:40][N:39]([CH2:2][CH2:3][CH2:4][CH2:5][CH2:6][CH3:7])[CH2:38][CH2:37]4)=[CH:28][C:27]=3[F:42])=[O:25])[CH2:22][C:21]3[CH:20]=[N:19][N:18]([CH3:43])[C:17]=3[NH:16][C:15]=2[CH:44]=1 |f:1.2.3|. Procedure details: A solution of 1-bromohexane (0.83 mg, 0.005 mmol) in DMF (0.05 ml) was added to a solution of (6-chloro-3-methyl-4,10-dihydro-3H-2,3,4,9-tetraaza-benzo[f]azulen-9-yl)-[2-fluoro-4-(3-piperazin-1-yl-propoxy)-phenyl]-methanone dihydrochloride from Example E5a (2.85 mg, 0.005 mmol) in DMF (0.05 ml) and triethylamine (0.0021 ml). The mixture was stirred for 20 h at room temperature then solvents were removed in vacuo to yield the title compound. (ESI)+: [M+H]+=583.6